This data is from the Open Reaction Database (ORD), a public repository of structured organic reaction records. The task is: describe an organic reaction: reactants, conditions, products, and yield Reactants: C(CC(=O)O)(=O)O (malonic acid), C(C1=CC=CC=C1)(=O)OC(C1=CC=CC=C1)=O (benzoic acid anhydride), N (ammonia), C(C)(C)(C)NCC(COC1=C2C(=C(NC2=CC=C1)C)Cl)O (1-tert.butylamino-3-(3-chloro-2-methyl-indol-4-yloxy)-2-propanol), C(C1=CC=CC=C1)(=O)O (benzoic acid), C(C1=CC=CC=C1)(=O)O (benzoic acid). Solvent: CCOCC (ether), O1CCCC1 (tetrahydrofuran), CCOCC (ether), CN(P(N(C)C)(N(C)C)=O)C (hexamethyl phosphoric acid triamide). Conditions: time 15 hour. Yields the product C(C1=CC=CC=C1)(=O)OC(COC1=C2C(=C(NC2=CC=C1)C)Cl)CNC(C)(C)C (4-(2-Benzoyloxy-3-tert.butylaminopropoxy)-3-chloro-2-methyl-indole). RXN SMILES: [C:1]([NH:5][CH2:6][CH:7]([OH:21])[CH2:8][O:9][C:10]1[CH:18]=[CH:17][CH:16]=[C:15]2[C:11]=1[C:12]([Cl:20])=[C:13]([CH3:19])[NH:14]2)([CH3:4])([CH3:3])[CH3:2].[C:22](O)(=[O:29])[C:23]1[CH:28]=[CH:27][CH:26]=[CH:25][CH:24]=1.C(OC(=O)C1C=CC=CC=1)(=O)C1C=CC=CC=1.N.C(O)(=O)CC(O)=O>CCOCC.O1CCCC1.CN(C)P(=O)(N(C)C)N(C)C>[C:22]([O:21][CH:7]([CH2:6][NH:5][C:1]([CH3:4])([CH3:2])[CH3:3])[CH2:8][O:9][C:10]1[CH:18]=[CH:17][CH:16]=[C:15]2[C:11]=1[C:12]([Cl:20])=[C:13]([CH3:19])[NH:14]2)(=[O:29])[C:23]1[CH:28]=[CH:27][CH:26]=[CH:25][CH:24]=1. Procedure: 3.1 g of 1-tert.butylamino-3-(3-chloro-2-methyl-indol-4-yloxy)-2-propanol, 6.1 g of benzoic acid and 12 ml of hexamethyl phosphoric acid triamide are heated on a steam bath until all of the benzoic acid is dissolved. After cooling to room temperature, 2.9 g of benzoic acid anhydride are added and stirring is effected for 15 hours. The resulting clear yellow solution is poured onto ice, 250 ml of ether are added and stirring effected for 1 hour. After making the liquid alkaline with concentrated ...